This data is from the Open Reaction Database (ORD), a public repository of structured organic reaction records. The task is: describe an organic reaction: reactants, conditions, products, and yield Reactants: CC(C)(C)OC(=O)N1CCCC1C(=O)O, CNCCCc1ccccc1, Cl. Product: CN(CCCc1ccccc1)C(=O)C1CCCN1C(=O)OC(C)(C)C. RXN SMILES: [C:1]([CH3:2])([CH3:3])([CH3:4])[O:5][C:6](=[O:7])[N:8]1[CH:9]([C:10](=[O:11])[OH:12])[CH2:13][CH2:14][CH2:15]1.[CH3:17][NH:18][CH2:19][CH2:20][CH2:21][c:22]1[cH:23][cH:24][cH:25][cH:26][cH:27]1.[ClH:16]>>[C:1]([CH3:2])([CH3:3])([CH3:4])[O:5][C:6](=[O:7])[N:8]1[CH:9]([C:10](=[O:12])[N:18]([CH3:17])[CH2:19][CH2:20][CH2:21][c:22]2[cH:23][cH:24][cH:25][cH:26][cH:27]2)[CH2:13][CH2:14][CH2:15]1. The reactants are S(O)(O)(=O)=O (sulfuric acid), ClC1=C(C=C2CC(C(C2=C1Cl)=O)(CCC)CC=C(C)Cl)CCC(=O)O (3-[6,7-Dichloro-2-(3-chloro-2-butenyl)-2,3-dihydro-1-oxo-2-propyl-1H-inden-5-yl]propionic acid), O (water). Run in C(Cl)Cl (methylene chloride), C(Cl)Cl (methylene chloride). Conditions: temperature 5 celsius, time 1 hour. Yields the product ClC1=C(C=C2CC(C(C2=C1Cl)=O)(CCC)CCC(C)=O)CCC(=O)O (3-[6,7-Dichloro-2,3-dihydro-1-oxo-2-(3-oxo-butyl)-2-propyl-1H-inden-5-yl]propionic acid). Reaction SMILES: [Cl:1][C:2]1[C:10]([Cl:11])=[C:9]2[C:5]([CH2:6][C:7]([CH2:16][CH:17]=[C:18](Cl)[CH3:19])([CH2:13][CH2:14][CH3:15])[C:8]2=[O:12])=[CH:4][C:3]=1[CH2:21][CH2:22][C:23]([OH:25])=[O:24].S(=O)(=O)(O)[OH:27].O>C(Cl)Cl>[Cl:1][C:2]1[C:10]([Cl:11])=[C:9]2[C:5]([CH2:6][C:7]([CH2:16][CH2:17][C:18](=[O:27])[CH3:19])([CH2:13][CH2:14][CH3:15])[C:8]2=[O:12])=[CH:4][C:3]=1[CH2:21][CH2:22][C:23]([OH:25])=[O:24]. Procedure details: 3-[6,7-Dichloro-2-(3-chloro-2-butenyl)-2,3-dihydro-1-oxo-2-propyl-1H-inden-5-yl]propionic acid (6.8 g, 0.0168 mole) dissolved in methylene chloride (65 ml) was added over 15 minutes to a mixture of sulfuric acid (75 ml) and methylene chloride (35 ml) at 5° C., stirred at 5° C. for 1 hour, poured over ice and water, and extracted with methylene chloride. The organic extracts were washed with water, dried over MgSO4 and concentrated under vacuum. The residue was recrystallized from butyl chloride ... Product: CC(=O)OCC1OC(Br)C(N=[N+]=[N-])C(OC(C)=O)C1OC(C)=O. RXN SMILES: [Br-:31].[BrH:27].[C:1]([O:2][CH:5]1[CH:6]([N:24]=[N+:25]=[N-:26])[CH:7]([O:8][C:9]([CH3:10])=[O:11])[CH:12]([O:13][C:14]([CH3:15])=[O:16])[CH:17]([CH2:19][O:20][C:21]([CH3:22])=[O:23])[O:18]1)(=[O:3])[CH3:4].[CH2:32]([N+:33]([CH2:34][CH3:35])([CH2:36][CH3:37])[CH2:38][CH3:39])[CH3:40].[Cl:28][CH2:29][Cl:30]>>[CH:5]1([Br:27])[CH:6]([N:24]=[N+:25]=[N-:26])[CH:7]([O:8][C:9]([CH3:10])=[O:11])[CH:12]([O:13][C:14]([CH3:15])=[O:16])[CH:17]([CH2:19][O:20][C:21]([CH3:22])=[O:23])[O:18]1. Starting materials: [Br-], Br, CC(=O)OCC1OC(OC(C)=O)C(N=[N+]=[N-])C(OC(C)=O)C1OC(C)=O, CC[N+](CC)(CC)CC, ClCCl. Starting materials: Cc1ccc(F)cc1C(=O)O, NC1CCCCC1. The reagents and catalysts are C1CCC(CC1)N=C=NC2CCCCC2 (DCC), CCN(C(C)C)C(C)C (DIPEA), Oc1cc(Cl)c(Cl)cc1Cl (2,4,5-Trichlorophenol). Run in CN(C)C=O (DMF), CN(C)C=O (DMF), CN(C)C=O (DMF), CN(C)C=O (DMF), CN(C)C=O (DMF), CN(C)C=O (DMF). Reaction conditions: temperature 25 celsius, time 2 hour. The product is Cc1ccc(F)cc1C(=O)NC1CCCCC1. Isolated yield 4.5%. As a reaction SMILES: NC1CCCCC1.Cc1ccc(F)cc1C(=O)O.C1CCC(CC1)N=C=NC2CCCCC2.C1=C(C(=CC(=C1Cl)Cl)Cl)[O-].[Na+].CCN(C(C)C)C(C)C.CN(C)C=O>>Cc1ccc(F)cc1C(=O)NC1CCCCC1. The reactants are CO (methanol), C(=O)(O)C1=CC2=C(C(C3=C(C=C2)C=CC=C3)=O)C=C1 (2-carboxy-5-oxo-5H-dibenzo[a,d]cycloheptene), [OH-].[Na+] (sodium hydroxide). Reaction conditions: time 3 hour. Yields the product O=C1C2=C(C=CC3=C1C=CC=C3C(=O)[O-])C=CC=C2.[Na+] (sodium (5-oxo-5H-dibenzo[a,d]cylohepten--yl)carboxylate), carboxylate. Reaction SMILES: C([C:4]1[CH:19]=[CH:18][C:7]2[C:8](=[O:17])[C:9]3[CH:16]=[CH:15][CH:14]=[CH:13][C:10]=3[CH:11]=[CH:12][C:6]=2[CH:5]=1)(O)=O.[OH-:20].[Na+:21].[CH3:22][OH:23]>>[O:17]=[C:8]1[C:7]2[CH:18]=[CH:19][CH:4]=[C:5]([C:22]([O-:23])=[O:20])[C:6]=2[CH:12]=[CH:11][C:10]2[CH:13]=[CH:14][CH:15]=[CH:16][C:9]1=2.[Na+:21] |f:1.2,4.5|. Procedure: 25.0 G. of 2-carboxy-5-oxo-5H-dibenzo[a,d]cycloheptene is added to a mixture of 4.0 g. of sodium hydroxide in 500 ml. of aqueous methanol. The mixture is stirred for 3 hours at room temperature, then the mixture is evaporated to afford sodium (5-oxo-5H-dibenzo[a,d]cylohepten--yl)carboxylate -yl)-carboxylate (m.p. 300° C). By employing 5.6 g. of potassium hydroxide in place of the sodium hydroxide above, there is obtained potassium (5-oxo-5H-dibenzo[a,d]cyclohepten-2-yl)carboxylate. Reactants: COC([C@H](CC1=CC=C(C=C1)C1=CC=CC=C1)NC(C1=C(C=CC(=C1)Br)O)=O)=O (3-biphenyl-4-yl-2-(S)-(5-bromo-2-hydroxy-benzoylamino)-propionic acid methyl ester), C(C1=CC=CC=C1)OC1=C(C=C(C=C1)CCl)OCC1=CC=CC=C1 (1,2-bis-benzyloxy-4-chloromethyl-benzene). The product is COC(C(C)NC(C1=C(C=CC(=C1)Br)OCC1=CC(=C(C=C1)OCC1=CC=CC=C1)OCC1=CC=CC=C1)=O)=O ([2-(3,4-bis-benzyloxy-benzyloxy)-5-bromo-benzoylamino]-propionic acid methyl ester). The yield is 61.1%. RXN SMILES: [CH3:1][O:2][C:3](=[O:29])[C@@H:4]([NH:18][C:19](=[O:28])[C:20]1[CH:25]=[C:24]([Br:26])[CH:23]=[CH:22][C:21]=1[OH:27])[CH2:5]C1C=CC(C2C=CC=CC=2)=CC=1.[CH2:30]([O:37][C:38]1[CH:43]=[CH:42][C:41]([CH2:44]Cl)=[CH:40][C:39]=1[O:46][CH2:47][C:48]1[CH:53]=[CH:52][CH:51]=[CH:50][CH:49]=1)[C:31]1[CH:36]=[CH:35][CH:34]=[CH:33][CH:32]=1>>[CH3:1][O:2][C:3](=[O:29])[CH:4]([NH:18][C:19](=[O:28])[C:20]1[CH:25]=[C:24]([Br:26])[CH:23]=[CH:22][C:21]=1[O:27][CH2:44][C:41]1[CH:42]=[CH:43][C:38]([O:37][CH2:30][C:31]2[CH:36]=[CH:35][CH:34]=[CH:33][CH:32]=2)=[C:39]([O:46][CH2:47][C:48]2[CH:53]=[CH:52][CH:51]=[CH:50][CH:49]=2)[CH:40]=1)[CH3:5]. Procedure details: 3-Biphenyl-4-yl-2-S)-[2-(3,4-bis-benzyloxy-benzyloxy)-5-bromo-benzoylamino]-propionic acid methyl ester (340 mg) was prepared from 3-biphenyl-4-yl-2-(S)-(5-bromo-2-hydroxy-benzoylamino)-propionic acid methyl ester (400 mg, 0.92 mmol) (See example 136) and 1,2-bis-benzyloxy-4-chloromethyl-benzene (374 mg, 1.1 mmol) as described in general procedure G and purified over silica gel (8:2, DCM-hexanes). Reactants: [OH-].[K+] (potassium hydroxide), C(C)OC(=O)C=1C=CC2=C(SC3=C2C=CC(=C3)N(C)C)C1 (7-dimethylaminodibenzothiophene-3-carboxylic acid ethyl ester), [K] (potassium). Run in C(C)O (ethanol). The product is [K+].CN(C1=CC2=C(C3=C(S2)C=C(C=C3)C(=O)[O-])C=C1)C (7-dimethylaminodibenzothiophene-3-carboxylic acid potassium salt). As a reaction SMILES: [OH-].[K+:2].C([O:5][C:6]([C:8]1[CH:9]=[CH:10][C:11]2[C:15]3[CH:16]=[CH:17][C:18]([N:20]([CH3:22])[CH3:21])=[CH:19][C:14]=3[S:13][C:12]=2[CH:23]=1)=[O:7])C.[K]>C(O)C>[K+:2].[CH3:21][N:20]([CH3:22])[C:18]1[CH:17]=[CH:16][C:15]2[C:11]3[CH:10]=[CH:9][C:8]([C:6]([O-:7])=[O:5])=[CH:23][C:12]=3[S:13][C:14]=2[CH:19]=1 |f:0.1,5.6,^1:23|. Reported procedure: To a solution of 0.5 g. of potassium hydroxide in 100 ml. of ethanol was added 2.8 g. of 7-dimethylaminodibenzothiophene-3-carboxylic acid ethyl ester. The solution was stirred and refluxed for 3 hours during which time the potassium salt precipitated. The salt was filtered off, washed with ether and air dried. The yield of 7-dimethylaminodibenzothiophene-3-carboxylic acid potassium salt was 1.9 g. Reactants: titanocene ditolyl, CC(C)C[Al](CC(C)C)CC(C)C (TIBAL), [Li]CCCC (n-BuLi), CP2TiCl2. Yields the product C1=CC=CCC1.C=CC=C (cyclohexadiene butadiene). As a reaction SMILES: [Li][CH2:2][CH2:3][CH2:4][CH3:5].[CH3:6][CH:7](C[Al](CC(C)C)CC(C)C)C>>[CH:2]1[CH2:7][CH2:6][CH:5]=[CH:4][CH:3]=1.[CH2:2]=[CH:3][CH:4]=[CH2:5] |f:2.3|. Reported procedure: Substantially the same hydrogenation reaction as conducted in Reference Example 7 is repeated, except that a hydrogenation catalyst comprised of titanocene ditolyl and n-BuLi (titanocene ditolyl/n-BuLi molar ratio: 1/1) is used instead of the catalyst comprised of CP2TiCl2 and TIBAL. As a result, a hydrogenation cyclohexadiene-butadiene triblock copolymer is obtained. Reactants: COCC(=O)OC (methyl methoxyacetate), C[O-].[Na+] (sodium methoxide), N1(C=NC2=C1C=CC=C2)CCO (2-(1H-benzimidazol-1-yl)ethanol). Solvent: COCCOCCOC (diglyme). Product: COCC(=O)OCCN1C=NC2=C1C=CC=C2 (2-(1H-benzimidazol-1-yl)ethyl methoxyacetate). Isolated yield 65.0%. RXN SMILES: [N:1]1([CH2:10][CH2:11][OH:12])[C:5]2[CH:6]=[CH:7][CH:8]=[CH:9][C:4]=2[N:3]=[CH:2]1.[CH3:13][O:14][CH2:15][C:16](OC)=[O:17].C[O-].[Na+]>COCCOCCOC>[CH3:13][O:14][CH2:15][C:16]([O:12][CH2:11][CH2:10][N:1]1[C:5]2[CH:6]=[CH:7][CH:8]=[CH:9][C:4]=2[N:3]=[CH:2]1)=[O:17] |f:2.3|. Procedure: In a nitrogen atmosphere, a mixture of crude 2-(1H-benzimidazol-1-yl)ethanol as prepared in Synthesis Example 1, 156 g of methyl methoxyacetate, 3.0 g of sodium methoxide, and 200 g of diglyme was heated under reflux for 20 hours while distilling off the methanol formed during the reaction. The solvent was distilled off in vacuo. The reaction mixture was subjected to conventional aqueous work-up and then purified by column chromatography, obtaining 2-(1H-benzimidazol-1-yl)ethyl methoxyacetate (y...